From a dataset of the Open Reaction Database (ORD), a public repository of structured organic reaction records. describe an organic reaction: reactants, conditions, products, and yield The reactants are O1CCOCC(C1)N1N=CC(=C1C1=C(C=C(C=C1)C=1C(=NC(=CC1C)C)OC)[N+](=O)[O-])C(=O)OCC (ethyl 1-(1,4-dioxepan-6-yl)-5-{4-(2-methoxy-4,6-dimethylpyridin-3-yl)-2-nitrophenyl}-1H-pyrazole-4-carboxylate), O (water), C(C)(=O)OCC (ethyl acetate). Reagents/catalysts: [Fe] (Iron). The solvent is C(C)(=O)O (acetic acid). Conditions: temperature 80 celsius, time 4.25 hour. Yields the product O1CCOCC(C1)N1N=CC=2C(NC=3C=C(C=CC3C21)C=2C(=NC(=CC2C)C)OC)=O (1-(1,4-dioxepan-6-yl)-7-(2-methoxy-4,6-dimethylpyridin-3-yl)-1H-pyrazolo[4,3-c]quinolin-4(5H)-one). The yield is 11.8%. RXN SMILES: [O:1]1[CH2:7][CH:6]([N:8]2[C:12]([C:13]3[CH:18]=[CH:17][C:16]([C:19]4[C:20]([O:27][CH3:28])=[N:21][C:22]([CH3:26])=[CH:23][C:24]=4[CH3:25])=[CH:15][C:14]=3[N+:29]([O-])=O)=[C:11]([C:32](OCC)=[O:33])[CH:10]=[N:9]2)[CH2:5][O:4][CH2:3][CH2:2]1.O.C(OCC)(=O)C>C(O)(=O)C.[Fe]>[O:1]1[CH2:7][CH:6]([N:8]2[C:12]3[C:13]4[CH:18]=[CH:17][C:16]([C:19]5[C:20]([O:27][CH3:28])=[N:21][C:22]([CH3:26])=[CH:23][C:24]=5[CH3:25])=[CH:15][C:14]=4[NH:29][C:32](=[O:33])[C:11]=3[CH:10]=[N:9]2)[CH2:5][O:4][CH2:3][CH2:2]1. Procedure: Iron powder (17 mg) was added to a solution of ethyl 1-(1,4-dioxepan-6-yl)-5-{4-(2-methoxy-4,6-dimethylpyridin-3-yl)-2-nitrophenyl}-1H-pyrazole-4-carboxylate (15 mg) in acetic acid (1 mL)-water (0.05 mL), and the mixture was stirred at 80° C. for 4.25 hours in a nitrogen atmosphere. The reaction mixture was returned to room temperature, and ethyl acetate (5 mL) was added to the reaction mixture. The insoluble matter was removed by filtration through Celite™. The filtrate was concentrated under r... Reactants: ClC=1C=C2C(=NC=NC2=CC1)NN (6-chloro-4-hydrazinoquinazoline), C(C)OC(OCC)OCC (triethoxy methane). Reaction conditions: time 48 hour. The product is ClC1=CC=2C=3N(C=NC2C=C1)C=NN3 (9-chloro-1,2,4-triazolo[4,3-c]quinazoline). RXN SMILES: [Cl:1][C:2]1[CH:3]=[C:4]2[C:9](=[CH:10][CH:11]=1)[N:8]=[CH:7][N:6]=[C:5]2[NH:12][NH2:13].[CH2:14](OC(OCC)OCC)C>>[Cl:1][C:2]1[CH:11]=[CH:10][C:9]2[N:8]=[CH:7][N:6]3[CH:14]=[N:13][N:12]=[C:5]3[C:4]=2[CH:3]=1. Reported procedure: A mixture of 155.7 gms. of 6-chloro-4-hydrazinoquinazoline and 3000 ml. of triethoxy methane is refluxed with stirring for 48 hours, and after filtering off the insoluble material, the filtrate is evaporated in vacuo to dryness and the residue recrystallized from ether to obtain 9-chloro-1,2,4-triazolo[4,3-c]quinazoline, m.p. 179°-182° C.